Dataset: the Open Reaction Database (ORD), a public repository of structured organic reaction records. Task: describe an organic reaction: reactants, conditions, products, and yield The reactants are BrCCOC1=C(C(=C(C=C1)C(C)=O)CCC)O (1-[4-(2-bromoethoxy)-3-hydroxy-2-propylphenyl]ethanone), OC=1C=C(C(=O)OCC)C=CC1 (ethyl 3-hydroxybenzoate), C([O-])([O-])=O.[K+].[K+] (potassium carbonate). Product: C(C)OC(C1=CC(=CC=C1)OCCOC1=C(C(=C(C=C1)C(C)=O)O)CCC)=O (3-[2-(4-acetyl-3-hydroxy-2-propylphenoxy)ethoxy]benzoic acid ethyl ester). The yield is 62.3%. Reaction SMILES: Br[CH2:2][CH2:3][O:4][C:5]1[CH:10]=[CH:9][C:8]([C:11](=[O:13])[CH3:12])=[C:7]([CH2:14][CH2:15]C)[C:6]=1O.[OH:18][C:19]1[CH:20]=[C:21]([CH:27]=[CH:28][CH:29]=1)[C:22]([O:24][CH2:25][CH3:26])=[O:23].[C:30](=[O:33])([O-])[O-].[K+].[K+]>>[CH2:25]([O:24][C:22](=[O:23])[C:21]1[CH:27]=[CH:28][CH:29]=[C:19]([O:18][CH2:2][CH2:3][O:4][C:5]2[CH:10]=[CH:9][C:8]([C:11](=[O:13])[CH3:12])=[C:30]([OH:33])[C:6]=2[CH2:7][CH2:14][CH3:15])[CH:20]=1)[CH3:26] |f:2.3.4|. Procedure: A mixture of 1.5 g of 1-[4-(2-bromoethoxy)-3-hydroxy-2-propylphenyl]ethanone, 0.83 g of ethyl 3-hydroxybenzoate and 0.95 g of potassium carbonate was allowed to react according to the procedure of Example 79 to give 1.2 g, m.p. 58-60° (62% yield) of 3-[2-(4-acetyl-3-hydroxy-2-propylphenoxy)ethoxy]benzoic acid ethyl ester, the title compound. Starting materials: CC=1NC(CSC1C1C=NN(C=C1)C(=O)OCC(Cl)(Cl)Cl)=O (5-methyl-6-[1-(2,2,2-trichloroethoxycarbonyl)-1,4-dihydro-4-pyridazinyl]-2H-1,4-thiazin-3(4H)-one), [S] (sulfur). Conditions: temperature 140 celsius, time 1.5 hour. The product is CC=1NC(CSC1C1=CN=NC=C1)=O (5-methyl-6-(4-pyridazinyl)-2H-1,4-thiazin-3(4H)-one). Isolated yield 23.2%. As a reaction SMILES: [CH3:1][C:2]1[NH:3][C:4](=[O:22])[CH2:5][S:6][C:7]=1[CH:8]1[CH:13]=[CH:12][N:11](C(OCC(Cl)(Cl)Cl)=O)[N:10]=[CH:9]1.[S]>>[CH3:1][C:2]1[NH:3][C:4](=[O:22])[CH2:5][S:6][C:7]=1[C:8]1[CH:13]=[CH:12][N:11]=[N:10][CH:9]=1 |^3:22|. Procedure: 5-methyl-6-[1-(2,2,2-trichloroethoxycarbonyl)-1,4-dihydro-4-pyridazinyl]-2H-1,4-thiazin-3(4H)-one (2.4 g) was well mixed with sulfur sublimed (10.7 g) in a mortar and the mixture was stirred at 140° C. for 1.5 hours and then was cooled to ambient temperature. The obtained solid was ground and was extracted with methanol. Methanol was removed under reduced pressure. The residue was dissolved in 50 ml of 2N hydrochloric acid. The insoluble matter was removed by filtration and the filtrate was adju... Reactants: Cc1ccc(Br)cc1, Cn1c(C#N)ccc1CC(=O)O, [Mg], [Na], c1ccc(Oc2ccccc2)cc1, C1CCOC1. The product is Cc1ccc(C(=O)c2ccc(CC(=O)O)n2C)cc1. Reaction SMILES: [Br:2][c:3]1[cH:4][cH:5][c:6]([CH3:9])[cH:7][cH:8]1.[C:11](#[N:12])[c:13]1[cH:14][cH:15][c:16]([CH2:19][C:20](=[O:21])[OH:22])[n:17]1[CH3:18].[Mg:1].[Na:10].[O:23]([c:24]1[cH:25][cH:26][cH:27][cH:28][cH:29]1)[c:30]1[cH:31][cH:32][cH:33][cH:34][cH:35]1.[O:36]1[CH2:37][CH2:38][CH2:39][CH2:40]1>>[c:3]1([C:11]([c:13]2[cH:14][cH:15][c:16]([CH2:19][C:20](=[O:21])[OH:22])[n:17]2[CH3:18])=[O:23])[cH:4][cH:5][c:6]([CH3:9])[cH:7][cH:8]1.